This data is from the Open Reaction Database (ORD), a public repository of structured organic reaction records. The task is: describe an organic reaction: reactants, conditions, products, and yield The solvent is CN(C=O)C (dimethylformamide). Product: [Si](C)(C)(C(C)(C)C)OC1C(=C(C(C1)=O)CC(F)(F)F)C ((RS)-4-t-butyldimethylsilyloxy-3-methyl-2-(2,2,2-trifluoroethyl)cyclopent-2-en-1-one). Reaction conditions: time 12 hour. Reactants: C(CC(O)(C(=O)O)CC(=O)O)(=O)O (citric acid), OC1C(=C(C(C1)=O)CC(F)(F)F)C ((RS)-4-hydroxy-3-methyl-2-(2,2,2-trifluoroethyl)cyclopent-2-en-1-one), N1C=NC=C1 (imidazole), C(C)(C)(C)[Si](Cl)(C)C (t-butyldimethylchlorosilane). Reported procedure: After 10 g of (RS)-4-hydroxy-3-methyl-2-(2,2,2-trifluoroethyl)cyclopent-2-en-1-one and 4.2 g of imidazole were dissolved in 100 ml of dry dimethylformamide, 8.54 g of t-butyldimethylchlorosilane was added to the solution at an ambient temperature. After stirring at an ambient temperature for 12 hours, the reaction solution was added to 5% aqueous citric acid under ice-water cooling, and extracted three times with diethyl ether. The combined organic layer was washed successively with a saturated ... The yield is 90.0%. RXN SMILES: [OH:1][CH:2]1[CH2:6][C:5](=[O:7])[C:4]([CH2:8][C:9]([F:12])([F:11])[F:10])=[C:3]1[CH3:13].N1C=CN=C1.[C:19]([Si:23]([CH3:26])([CH3:25])Cl)([CH3:22])([CH3:21])[CH3:20].C(O)(=O)CC(CC(O)=O)(C(O)=O)O>CN(C)C=O>[Si:23]([O:1][CH:2]1[CH2:6][C:5](=[O:7])[C:4]([CH2:8][C:9]([F:10])([F:11])[F:12])=[C:3]1[CH3:13])([C:19]([CH3:22])([CH3:21])[CH3:20])([CH3:26])[CH3:25]. Reactants: Cl (HCl), CC(C)(C)[Si](OC[C@H]1N(C[C@H]2COCCN2C1)CC1=CC=CC=C1)(C)C ((7S,9aS)-7-({[(1,1-dimethylethyl)(dimethyl)silyl]oxy}methyl)-8-(phenylmethyl)octahydropyrazino[2,1-c][1,4]oxazine), Cl (HCl). Solvent: CO (MeOH). Conditions: time 2 hour. Yields the product C1(=CC=CC=C1)CN1C[C@H]2COCCN2C[C@H]1CO ([(7S,9aS)-8-(phenylmethyl)octahydropyrazino[2,1-c][1,4]oxazin-7-yl]methanol). The yield is 78.3%. Reaction SMILES: CC([Si](C)(C)[O:6][CH2:7][C@@H:8]1[CH2:17][N:16]2[C@H:11]([CH2:12][O:13][CH2:14][CH2:15]2)[CH2:10][N:9]1[CH2:18][C:19]1[CH:24]=[CH:23][CH:22]=[CH:21][CH:20]=1)(C)C.Cl>CO>[C:19]1([CH2:18][N:9]2[C@H:8]([CH2:7][OH:6])[CH2:17][N:16]3[C@H:11]([CH2:12][O:13][CH2:14][CH2:15]3)[CH2:10]2)[CH:20]=[CH:21][CH:22]=[CH:23][CH:24]=1. Procedure: To a solution of (7S,9aS)-7-({[(1,1-dimethylethyl)(dimethyl)silyl]oxy}methyl)-8-(phenylmethyl)octahydropyrazino[2,1-c][1,4]oxazine (D126, 276 mg, 0.73 mmol) in MeOH (24 ml), cooled to 0° C., was added dropwise 12 N HCl (1.4 mL). The reaction mixture was stirred for 2 hrs at r.t., then it was put in the freezer for 12 hrs. The reaction mixture was warmed-up to r.t., further HCl was added (0.7 ml) and the reaction mixture was stirred for 2 more hrs. The mixture was filtered on a SCX cartridge wash... The reactants are C(C)(=O)NC1=CC=C(C=N1)NC1CCN(CC1)[C@@H](CCNC(=O)C=1C(=NC=NC1C)C)C (4,6-dimethyl-pyrimidine-5-carboxylic acid {(R)-3-[4-(6-acetylamino-pyridin-3-ylamino)-piperidin-1-yl]-butyl}-amide), BrCC1=CSC=C1 (3-(bromomethyl)thiophene). Yields the product C(C)(=O)NC1=CC=C(C=N1)N(C1CCN(CC1)[C@@H](CCNC(=O)C=1C(=NC=NC1C)C)C)CC1=CSC=C1 (4,6-Dimethyl-pyrimidine-5-carboxylic acid ((R)-3-{4-[(6-acetylamino-pyridin-3-yl)-thiophen-3-ylmethyl-amino]-piperidin-1-yl}-butyl)-amide). Yield: 20.6%. As a reaction SMILES: [C:1]([NH:4][C:5]1[N:10]=[CH:9][C:8]([NH:11][CH:12]2[CH2:17][CH2:16][N:15]([C@H:18]([CH3:32])[CH2:19][CH2:20][NH:21][C:22]([C:24]3[C:25]([CH3:31])=[N:26][CH:27]=[N:28][C:29]=3[CH3:30])=[O:23])[CH2:14][CH2:13]2)=[CH:7][CH:6]=1)(=[O:3])[CH3:2].Br[CH2:34][C:35]1[CH:39]=[CH:38][S:37][CH:36]=1>>[C:1]([NH:4][C:5]1[N:10]=[CH:9][C:8]([N:11]([CH2:34][C:35]2[CH:39]=[CH:38][S:37][CH:36]=2)[CH:12]2[CH2:13][CH2:14][N:15]([C@H:18]([CH3:32])[CH2:19][CH2:20][NH:21][C:22]([C:24]3[C:25]([CH3:31])=[N:26][CH:27]=[N:28][C:29]=3[CH3:30])=[O:23])[CH2:16][CH2:17]2)=[CH:7][CH:6]=1)(=[O:3])[CH3:2]. Procedure details: Using general procedure H, 4,6-dimethyl-pyrimidine-5-carboxylic acid {(R)-3-[4-(6-acetylamino-pyridin-3-ylamino)-piperidin-1-yl]-butyl}-amide (see EXAMPLE 246) (343 mg, 0.780 mmol) and 3-(bromomethyl)thiophene (207 mg) gave COMPOUND 328 as a yellow foam (86 mg, 21%). 1H NMR (CDCl3) δ 0.94-1.22 (m, 2H), 1.01 (d, 3H, J=6.6 Hz), 1.55 (m, 1H), 1.75 (m, 3H), 2.10 (s, 3H), 2.19 (m, 1H), 2.51 (s, 6H), 2.55 (m, 1H), 2.73-2.89 (m, 3H), 3.32 (m, 1H), 3.48 (m, 1H), 3.84 (s, 2H), 3.87 (m, 1H), 7.49 (m, 3H),... The reactants are C(C)OC(C(CC1=C2C=CNC2=CC=C1)OCC)=O (rac-2-ethoxy-3-(1H-indol-4-yl)-propionic acid ethyl ester), ClCC=1N=C(OC1C)C1=CC=C(C=C1)OC(C)C (4-chloromethyl-2-(4-isopropoxy-phenyl)-5-methyl-oxazole), [H-].[Na+] (sodium hydride). The solvent is CN(C=O)C (N,N-dimethylformamide). Yields the product C(C)OC(C(CC1=C2C=CN(C2=CC=C1)CC=1N=C(OC1C)C1=CC=C(C=C1)OC(C)C)OCC)=O (rac-2-ethoxy-3-{1-[2-(4-isopropoxy-phenyl)-5-methyl-oxazol-4-ylmethyl]-1H-indol-4-yl}-propionic acid ethyl ester). As a reaction SMILES: [CH2:1]([O:3][C:4](=[O:19])[CH:5]([O:16][CH2:17][CH3:18])[CH2:6][C:7]1[CH:15]=[CH:14][CH:13]=[C:12]2[C:8]=1[CH:9]=[CH:10][NH:11]2)[CH3:2].Cl[CH2:21][C:22]1[N:23]=[C:24]([C:28]2[CH:33]=[CH:32][C:31]([O:34][CH:35]([CH3:37])[CH3:36])=[CH:30][CH:29]=2)[O:25][C:26]=1[CH3:27].[H-].[Na+]>CN(C)C=O>[CH2:1]([O:3][C:4](=[O:19])[CH:5]([O:16][CH2:17][CH3:18])[CH2:6][C:7]1[CH:15]=[CH:14][CH:13]=[C:12]2[C:8]=1[CH:9]=[CH:10][N:11]2[CH2:21][C:22]1[N:23]=[C:24]([C:28]2[CH:33]=[CH:32][C:31]([O:34][CH:35]([CH3:37])[CH3:36])=[CH:30][CH:29]=2)[O:25][C:26]=1[CH3:27])[CH3:2] |f:2.3|. Procedure: In analogy to the procedures described in examples 1 a] and 1 b], rac-2-ethoxy-3-(1H-indol-4-yl)-propionic acid ethyl ester was reacted with 4-chloromethyl-2-(4-isopropoxy-phenyl)-5-methyl-oxazole in N,N-dimethylformamide in the presence of sodium hydride to yield rac-2-ethoxy-3-{1-[2-(4-isopropoxy-phenyl)-5-methyl-oxazol-4-ylmethyl]-1H-indol-4-yl}-propionic acid ethyl ester, which was subsequently saponified to yield rac-2-ethoxy-3-{1-[2-(4-isopropoxy-phenyl)-5-methyl-oxazol-4-ylmethyl]-1H-indo... Starting materials: N, CC(c1ccc(-c2ccc(C(=O)O)nn2)cc1)N1CCC(CC(C)(C)O)(c2ccccc2)OC1=O. Yields the product CC(c1ccc(-c2ccc(C(N)=O)nn2)cc1)N1CCC(CC(C)(C)O)(c2ccccc2)OC1=O. As a reaction SMILES: [NH3:36].[OH:1][C:2]([CH2:3][C:4]1([c:28]2[cH:29][cH:30][cH:31][cH:32][cH:33]2)[CH2:5][CH2:6][N:7]([CH:11]([CH3:12])[c:13]2[cH:14][cH:15][c:16](-[c:19]3[cH:20][cH:21][c:22]([C:25](=[O:26])[OH:27])[n:23][n:24]3)[cH:17][cH:18]2)[C:8](=[O:10])[O:9]1)([CH3:34])[CH3:35]>>[OH:1][C:2]([CH2:3][C:4]1([c:28]2[cH:29][cH:30][cH:31][cH:32][cH:33]2)[CH2:5][CH2:6][N:7]([CH:11]([CH3:12])[c:13]2[cH:14][cH:15][c:16](-[c:19]3[cH:20][cH:21][c:22]([C:25](=[O:27])[NH2:36])[n:23][n:24]3)[cH:17][cH:18]2)[C:8](=[O:10])[O:9]1)([CH3:34])[CH3:35]. Starting materials: O=C([O-])CCC(=O)OCc1ccccc1, CC(C)(C)OC(=O)CCCCl, [Cs+], CN(C)C=O. Yields the product CC(C)(C)OC(=O)CCCOC(=O)CCC(=O)OCc1ccccc1. RXN SMILES: [CH2:12]([c:13]1[cH:14][cH:15][cH:16][cH:17][cH:18]1)[O:19][C:20]([CH2:21][CH2:22][C:23](=[O:24])[O-:25])=[O:26].[Cl:1][CH2:2][CH2:3][CH2:4][C:5](=[O:6])[O:7][C:8]([CH3:9])([CH3:10])[CH3:11].[Cs+:27].[O:28]=[CH:29][N:30]([CH3:31])[CH3:32]>>[CH2:2]([CH2:3][CH2:4][C:5](=[O:6])[O:7][C:8]([CH3:9])([CH3:10])[CH3:11])[O:25][C:23]([CH2:22][CH2:21][C:20]([O:19][CH2:12][c:13]1[cH:14][cH:15][cH:16][cH:17][cH:18]1)=[O:26])=[O:24].